Dataset: the Open Reaction Database (ORD), a public repository of structured organic reaction records. Task: describe an organic reaction: reactants, conditions, products, and yield The reactants are Nc1c(Cl)cncc1Cl, Cl, COc1ccc(C(=O)Oc2ccc([N+](=O)[O-])cc2)c2c3ccccc3n(Cc3ccc(F)cc3)c12, [H-], [Na+], CN(C)C=O, O. The product is COc1ccc(C(=O)Nc2c(Cl)cncc2Cl)c2c3ccccc3n(Cc3ccc(F)cc3)c12. RXN SMILES: [Cl:36][c:37]1[cH:38][n:39][cH:40][c:41]([Cl:44])[c:42]1[NH2:43].[ClH:47].[F:1][c:2]1[cH:3][cH:4][c:5]([CH2:6][n:7]2[c:8]3[cH:9][cH:10][cH:11][cH:12][c:13]3[c:14]3[c:15]([C:22]([O:24][c:23]4[cH:25][cH:26][c:27]([N+:28]([O-:29])=[O:30])[cH:31][cH:32]4)=[O:33])[cH:16][cH:17][c:18]([O:20][CH3:21])[c:19]23)[cH:34][cH:35]1.[H-:45].[Na+:46].[O:48]=[CH:49][N:50]([CH3:51])[CH3:52].[OH2:53]>>[F:1][c:2]1[cH:3][cH:4][c:5]([CH2:6][n:7]2[c:8]3[cH:9][cH:10][cH:11][cH:12][c:13]3[c:14]3[c:15]([C:22](=[O:24])[NH:43][c:42]4[c:37]([Cl:36])[cH:38][n:39][cH:40][c:41]4[Cl:44])[cH:16][cH:17][c:18]([O:20][CH3:21])[c:19]23)[cH:34][cH:35]1. Reactants: CC(C)=O, C=CC1(C)SC2C(N)C(=O)N2C1C(=O)O, [Na+], [Na+], O=C([O-])[O-], O=C(Cl)COc1ccccc1, O. Yields the product C=CC1(C)SC2C(NC(=O)COc3ccccc3)C(=O)N2C1C(=O)O. As a reaction SMILES: [CH3:34][C:35]([CH3:36])=[O:37].[NH2:1][CH:2]1[CH:3]2[N:4]([CH:5]([C:11](=[O:12])[OH:13])[C:6]([CH3:8])([CH:9]=[CH2:10])[S:7]2)[C:14]1=[O:15].[Na+:27].[Na+:28].[O-:29][C:30](=[O:31])[O-:32].[O:16]([c:17]1[cH:18][cH:19][cH:20][cH:21][cH:22]1)[CH2:23][C:24](=[O:25])[Cl:26].[OH2:33]>>[NH:1]([CH:2]1[CH:3]2[N:4]([CH:5]([C:11](=[O:12])[OH:13])[C:6]([CH3:8])([CH:9]=[CH2:10])[S:7]2)[C:14]1=[O:15])[C:24]([CH2:23][O:16][c:17]1[cH:18][cH:19][cH:20][cH:21][cH:22]1)=[O:25]. The reactants are CC[NH2+]CC, [CH3], O=C(O)Cc1ccccc1Nc1c(Cl)cccc1Cl, OCC(O)CO. The product is O=C(O)Cc1ccccc1Nc1c(Cl)cccc1Cl. Reaction SMILES: [CH2:20]([NH2+:21][CH2:22][CH3:23])[CH3:24].[CH3:25].[OH:1][C:2](=[O:3])[CH2:4][c:5]1[cH:6][cH:7][cH:8][cH:9][c:10]1[NH:11][c:12]1[c:13]([Cl:14])[cH:15][cH:16][cH:17][c:18]1[Cl:19].[OH:26][CH2:27][CH:28]([CH2:29][OH:30])[OH:31]>>[O:1]=[C:2]([OH:3])[CH2:4][c:5]1[cH:6][cH:7][cH:8][cH:9][c:10]1[NH:11][c:12]1[c:13]([Cl:14])[cH:15][cH:16][cH:17][c:18]1[Cl:19].